Dataset: the Open Reaction Database (ORD), a public repository of structured organic reaction records. Task: describe an organic reaction: reactants, conditions, products, and yield Starting materials: ClC1=C2N=CN(C2=NC=N1)CC1=C(C=CC=C1Cl)Cl (6-Chloro-9-(2,6-dichlorobenzyl)purine), CNC (dimethylamine). The solvent is CO (methanol). The product is ClC1=C(CN2C3=NC=NC(=C3N=C2)N(C)C)C(=CC=C1)Cl (9-(2,6-dichlorobenzyl)-6-dimethylaminopurine). Yield: 79.0%. Reaction SMILES: Cl[C:2]1[N:10]=[CH:9][N:8]=[C:7]2[C:3]=1[N:4]=[CH:5][N:6]2[CH2:11][C:12]1[C:17]([Cl:18])=[CH:16][CH:15]=[CH:14][C:13]=1[Cl:19].[CH3:20][NH:21][CH3:22]>CO>[Cl:19][C:13]1[CH:14]=[CH:15][CH:16]=[C:17]([Cl:18])[C:12]=1[CH2:11][N:6]1[CH:5]=[N:4][C:3]2[C:7]1=[N:8][CH:9]=[N:10][C:2]=2[N:21]([CH3:22])[CH3:20]. Reported procedure: 6-Chloro-9-(2,6-dichlorobenzyl)purine 627 mg, 2.2 g of 20% methanolic dimethylamine and 50 ml of methanol were treated in the same manner as Example 2. By the above procedure there was obtained 504 mg (yield 79%) of 9-(2,6-dichlorobenzyl)-6-dimethylaminopurine as colorless needles, m.p. 174°-175° C. Starting materials: C[N+](C)(C)Cc1ccccc1, CC#N, [Cl-], O=[N+]([O-])c1cc(F)cnc1O, O, O=P(Cl)(Cl)Cl. Product: O=[N+]([O-])c1cc(F)cnc1Cl. RXN SMILES: [CH2:19]([N+:20]([CH3:21])([CH3:22])[CH3:23])[c:24]1[cH:25][cH:26][cH:27][cH:28][cH:29]1.[CH3:30][C:31]#[N:32].[Cl-:18].[F:1][c:2]1[cH:3][c:4]([N+:9](=[O:10])[O-:11])[c:5]([OH:8])[n:6][cH:7]1.[OH2:17].[P:12]([Cl:13])([Cl:14])([Cl:15])=[O:16]>>[F:1][c:2]1[cH:3][c:4]([N+:9](=[O:10])[O-:11])[c:5]([Cl:14])[n:6][cH:7]1.